This data is from the Open Reaction Database (ORD), a public repository of structured organic reaction records. The task is: describe an organic reaction: reactants, conditions, products, and yield The reactants are NC1=C(C(CCC1)=O)N(C=1C=C(C#N)C=CC1)C1=C(CCCC1=O)O (3-[(2-Amino-6-oxo-cyclohex-1-enyl)-(2-hydroxy-6-oxo-cyclohex-1-enyl)-amino]-benzonitrile), NaNH2. Run in C1CCOC1 (THF). Yields the product O=C1CCCC=2NC=3CCCC(C3N(C12)C=1C=C(C#N)C=CC1)=O (3-(4,6-Dioxo-2,3,4,6,7,8,9,10-octahydro-1H-phenazin-5-yl)-benzonitrile). As a reaction SMILES: [NH2:1][C:2]1[CH2:7][CH2:6][CH2:5][C:4](=[O:8])[C:3]=1[N:9]([C:18]1[C:23](=[O:24])[CH2:22][CH2:21][CH2:20][C:19]=1O)[C:10]1[CH:11]=[C:12]([CH:15]=[CH:16][CH:17]=1)[C:13]#[N:14]>C1COCC1>[O:24]=[C:23]1[C:18]2[N:9]([C:10]3[CH:11]=[C:12]([CH:15]=[CH:16][CH:17]=3)[C:13]#[N:14])[C:3]3[C:4](=[O:8])[CH2:5][CH2:6][CH2:7][C:2]=3[NH:1][C:19]=2[CH2:20][CH2:21][CH2:22]1. Procedure: 3-[(2-Amino-6-oxo-cyclohex-1-enyl)-(2-hydroxy-6-oxo-cyclohex-1-enyl)-amino]-benzonitrile (0.4 mmoL) in THF (5 mL) was treated with NaNH2 (1 mmoL) at 70° C. for 6 h. The solvent was removed and the residue was partitioned between DCM and water. The organic layer was washed with brine, dried over anhydrous Na2SO4, filtered and concentrated to give the crude material, which was then purified by silica gel column chromatography to give the title compound as a white solid. Starting materials: Clc1ccnc2ccc(Br)cc12, O=C([O-])[O-], CCNCC, CCO, [K+], [K+], O. Yields the product CCN(CC)c1ccnc2ccc(Br)cc12. RXN SMILES: [Br:1][c:2]1[cH:3][c:4]2[c:5]([Cl:12])[cH:6][cH:7][n:8][c:9]2[cH:10][cH:11]1.[C:18](=[O:19])([O-:20])[O-:21].[CH2:13]([CH3:14])[NH:15][CH2:16][CH3:17].[CH3:24][CH2:25][OH:26].[K+:22].[K+:23].[OH2:27]>>[Br:1][c:2]1[cH:3][c:4]2[c:5]([N:15]([CH2:13][CH3:14])[CH2:16][CH3:17])[cH:6][cH:7][n:8][c:9]2[cH:10][cH:11]1. Starting materials: ClC1=CC=C(C=C1)C=1C=C(C=NC1OCC1CC1)C(=O)O (5-(4-chlorophenyl)-6-(cyclopropylmethoxy)-3-pyridinecarboxylic acid), FC(C1=CC(=NO1)CN)(F)F (5-trifluoromethyl-isoxazol-3-methanamine). Product: ClC1=CC=C(C=C1)C=1C(=NC=C(C(=O)NCC2=NOC(=C2)C(F)(F)F)C1)OCC1CC1 (5-(4-chloro-phenyl)-6-cyclopropylmethoxy-N-(5-trifluoromethyl-isoxazol-3-ylmethyl)-nicotinamide). RXN SMILES: [Cl:1][C:2]1[CH:7]=[CH:6][C:5]([C:8]2[CH:9]=[C:10]([C:19]([OH:21])=O)[CH:11]=[N:12][C:13]=2[O:14][CH2:15][CH:16]2[CH2:18][CH2:17]2)=[CH:4][CH:3]=1.[F:22][C:23]([F:32])([F:31])[C:24]1[O:28][N:27]=[C:26]([CH2:29][NH2:30])[CH:25]=1>>[Cl:1][C:2]1[CH:3]=[CH:4][C:5]([C:8]2[C:13]([O:14][CH2:15][CH:16]3[CH2:17][CH2:18]3)=[N:12][CH:11]=[C:10]([CH:9]=2)[C:19]([NH:30][CH2:29][C:26]2[CH:25]=[C:24]([C:23]([F:32])([F:31])[F:22])[O:28][N:27]=2)=[O:21])=[CH:6][CH:7]=1. Procedure: The title compound was synthesized in analogy to Example 1 using 5-(4-chlorophenyl)-6-(cyclopropylmethoxy)-3-pyridinecarboxylic acid (CAN 1018782-76-7) and 5-trifluoromethyl-isoxazol-3-methanamine (example BF) as starting materials; LC-MS (UV peak area/ESI) 98%, 452.0975 (M+H)+. The reactants are CN(C(=O)C=1N=CN2C1SC(=C2)C=2[C@H]([C@H]1N(C2C(=O)[O-])C([C@@H]1[C@@H](C)O)=O)C)C.[Na+] (sodium (1R,5R,6S)-2-[7-(N,N-dimethylcarbamoyl)imidazo[5,1-b]thiazol-2-yl]-6-((1R)-1-hydroxyethyl)-1-methyl-carbapen-2-em-3-carboxylate), C(O)([O-])=O.[Na+] (sodium hydrogen carbonate), C(C(C)(C)C)(=O)OCI (pivaloyloxymethyl iodide). The solvent is CN(C)C=O (DMF). Conditions: temperature -30 celsius, time 1 hour. The product is CN(C(=O)C=1N=CN2C1SC(=C2)C=2[C@@H]([C@H]1N(C2C(=O)OCOC(C(C)(C)C)=O)C([C@@H]1[C@@H](C)O)=O)C)C (Pivaloyloxymethyl (1S,5R,6S)-2-[7-(N,N-dimethylcarbamoyl)imidazo[5,1-b]thiazol-2-yl]-6-((1R)-1-hydroxyethyl)-1-methyl-1-carbapen-2-em-3-carboxylate). The yield is 90.5%. As a reaction SMILES: [CH3:1][N:2]([CH3:28])[C:3]([C:5]1[N:6]=[CH:7][N:8]2[CH:12]=[C:11]([C:13]3[C@@H:14]([CH3:27])[C@@H:15]4[C@@H:22]([C@H:23]([OH:25])[CH3:24])[C:21](=[O:26])[N:16]4[C:17]=3[C:18]([O-:20])=[O:19])[S:10][C:9]=12)=[O:4].[Na+].C(=O)([O-])O.[Na+].[C:35]([O:41][CH2:42]I)(=[O:40])[C:36]([CH3:39])([CH3:38])[CH3:37]>CN(C=O)C>[CH3:28][N:2]([CH3:1])[C:3]([C:5]1[N:6]=[CH:7][N:8]2[CH:12]=[C:11]([C:13]3[C@H:14]([CH3:27])[C@@H:15]4[C@@H:22]([C@H:23]([OH:25])[CH3:24])[C:21](=[O:26])[N:16]4[C:17]=3[C:18]([O:20][CH2:42][O:41][C:35](=[O:40])[C:36]([CH3:39])([CH3:38])[CH3:37])=[O:19])[S:10][C:9]=12)=[O:4] |f:0.1,2.3|. Reported procedure: To a solution of 50 mg of sodium (1R,5R,6S)-2-[7-(N,N-dimethylcarbamoyl)imidazo[5,1-b]thiazol-2-yl]-6-((1R)-1-hydroxyethyl)-1-methyl-carbapen-2-em-3-carboxylate in 0.7 ml of DMF was added 5.0 mg of sodium hydrogen carbonate, and the mixture was cooled to −30° C. under the atmosphere of argon. The reaction mixture was added with 43 mg of pivaloyloxymethyl iodide, stirred for 1 hour, extracted with 20 ml of ethyl acetate, and the organic layer was washed with 12 ml of semi-saturated aqueous saline...